This data is from the Open Reaction Database (ORD), a public repository of structured organic reaction records. The task is: describe an organic reaction: reactants, conditions, products, and yield Starting materials: NC=1N=CC(=NC1C(=O)NC1CC1)C=1C=C(C(=O)OC)C=CC1 (Methyl 3-{5-amino-6-[(cyclopropylamino)carbonyl]pyrazin-2-yl}benzoate), [OH-].[Na+] (sodium hydroxide). Run in CO (MeOH). Run at temperature 92.5 celsius. Product: NC=1N=CC(=NC1C(=O)NC1CC1)C=1C=C(C(=O)O)C=CC1 (3-{5-amino-6[(cyclopropylamino)carbonyl]pyrazin-2-yl}benzoic acid). The yield is 15.0%. Reaction SMILES: [NH2:1][C:2]1[N:3]=[CH:4][C:5]([C:14]2[CH:15]=[C:16]([CH:21]=[CH:22][CH:23]=2)[C:17]([O:19]C)=[O:18])=[N:6][C:7]=1[C:8]([NH:10][CH:11]1[CH2:13][CH2:12]1)=[O:9].[OH-].[Na+]>CO>[NH2:1][C:2]1[N:3]=[CH:4][C:5]([C:14]2[CH:15]=[C:16]([CH:21]=[CH:22][CH:23]=2)[C:17]([OH:19])=[O:18])=[N:6][C:7]=1[C:8]([NH:10][CH:11]1[CH2:13][CH2:12]1)=[O:9] |f:1.2|. Procedure: Methyl 3-{5-amino-6-[(cyclopropylamino)carbonyl]pyrazin-2-yl}benzoate (480 mg, 1.5 mmol) was suspended in a 20 mL of 1:1 MeOH-5% aqueous sodium hydroxide and heated at 90-95° C. for 4 hours. The homogeneous reaction mixture was cooled to room temperature, concentrated to half the initial volume, cooled in an ice-bath, and acidified to pH 4 with concentrated HCl. A white solid precipitated and was collected by filtration, washed with water and dried in vacuo to give the intermediate 3-{5-amino-6[... The reactants are C(=O)(C(F)(F)F)O (TFA), C(C)(C)(C)OC(N[C@H]1CN(CC1)C[C@H]1CN(C[C@H](O1)C)C1=C2C=CC=NC2=C(C=C1)C#N)=O (tert-butyl((R)-1-(((2S,6R)-4-(8-cyanoquinolin-5-yl)-6-methylmorpholin-2-yl)methyl)-pyrrolidin-3-yl)carbamate), C(=O)(C(F)(F)F)O (TFA). Solvent: C(Cl)Cl (DCM). The product is N[C@H]1CN(CC1)C[C@@H]1O[C@@H](CN(C1)C1=C2C=CC=NC2=C(C=C1)C#N)C (5-((2S,6R)-2-(((R)-3-aminopyrrolidin-1-yl)methyl)-6-methylmorpholino)quinoline-8-carbonitrile). Isolated yield 100.0%. As a reaction SMILES: C(OC(=O)[NH:7][C@@H:8]1[CH2:12][CH2:11][N:10]([CH2:13][C@@H:14]2[O:19][C@H:18]([CH3:20])[CH2:17][N:16]([C:21]3[CH:30]=[CH:29][C:28]([C:31]#[N:32])=[C:27]4[C:22]=3[CH:23]=[CH:24][CH:25]=[N:26]4)[CH2:15]2)[CH2:9]1)(C)(C)C.C(O)(C(F)(F)F)=O>C(Cl)Cl>[NH2:7][C@@H:8]1[CH2:12][CH2:11][N:10]([CH2:13][C@H:14]2[CH2:15][N:16]([C:21]3[CH:30]=[CH:29][C:28]([C:31]#[N:32])=[C:27]4[C:22]=3[CH:23]=[CH:24][CH:25]=[N:26]4)[CH2:17][C@@H:18]([CH3:20])[O:19]2)[CH2:9]1. Procedure: To a stirred solution of tert-butyl((R)-1-(((2S,6R)-4-(8-cyanoquinolin-5-yl)-6-methylmorpholin-2-yl)methyl)-pyrrolidin-3-yl)carbamate (1.35 g, 3.0 mmol) in DCM (10 mL) was added TFA (8.1 mL). The reaction was stirred at rt after which time it was concentrated and azeotroped to dryness three times with toluene (10 mL each) and then dried under vacuo to provide crude 5-((2S,6R)-2-(((R)-3-aminopyrrolidin-1-yl)methyl)-6-methylmorpholino)quinoline-8-carbonitrile (1.39 g, 3.0 mmol, 100% yield) as the ... The reactants are FC1=CC2=C(C(=NO2)C2=CC=C(C=C2)OC[C@@H]2OC2)C=C1 ((R)-6-fluoro-3-(4-oxiranylmethoxy-phenyl)-benzo[d]isoxazole), NC1CCN(CC1)CC1=CC=CC=C1 (4-amino-1-benzylpiperidine). Solvent: CN(C=O)C (dimethylformamide), C(C)O (ethanol). Yields the product C(C1=CC=CC=C1)N1CCC(CC1)NC[C@H](COC1=CC=C(C=C1)C1=NOC2=C1C=CC(=C2)F)O ((R)-1-(1-benzyl-piperidin4-ylamino)-3-[4-(6-fluoro-benzo[d]isoxazol-3-yl)-phenoxy]-propan-2-ol). As a reaction SMILES: [F:1][C:2]1[CH:21]=[CH:20][C:5]2[C:6]([C:9]3[CH:14]=[CH:13][C:12]([O:15][CH2:16][C@H:17]4[CH2:19][O:18]4)=[CH:11][CH:10]=3)=[N:7][O:8][C:4]=2[CH:3]=1.[NH2:22][CH:23]1[CH2:28][CH2:27][N:26]([CH2:29][C:30]2[CH:35]=[CH:34][CH:33]=[CH:32][CH:31]=2)[CH2:25][CH2:24]1>CN(C)C=O.C(O)C>[CH2:29]([N:26]1[CH2:27][CH2:28][CH:23]([NH:22][CH2:19][C@@H:17]([OH:18])[CH2:16][O:15][C:12]2[CH:11]=[CH:10][C:9]([C:6]3[C:5]4[CH:20]=[CH:21][C:2]([F:1])=[CH:3][C:4]=4[O:8][N:7]=3)=[CH:14][CH:13]=2)[CH2:24][CH2:25]1)[C:30]1[CH:31]=[CH:32][CH:33]=[CH:34][CH:35]=1. Procedure details: The title compound is prepared from a mixture of (R)-6-fluoro-3-(4-oxiranylmethoxy-phenyl)-benzo[d]isoxazole in dimethylformamide and 4-amino-1-benzylpiperidine in ethanol, essentially as described above in Example 70. Purity by LC/MS=100%, [M+H]+=476. Reactants: OCC(=O)NCC(COC1=C(C=C(C=C1C)C(NO)=N)C)O (rac-2-hydroxy-N-{2-hydroxy-3-[4-(N-hydroxycarbamimidoyl)-2,6-dimethyl-phenoxy]-propyl}-acetamide), C(=O)C1=CC=C(C(=O)O)C=C1 (4-formyl-benzoic acid), C(=O)C=1C=C(C=CC1)C1=NC(=NO1)C1=CC(=C(OCC(CNC(CO)=O)O)C(=C1)C)C ((rac)-N-(3-{4-[5-(3-formyl-phenyl)-[1,2,4]oxadiazol-3-yl]-2,6-dimethyl-phenoxy}-2-hydroxy-propyl)-2-hydroxy-acetamide). Product: C(=O)C1=CC=C(C=C1)C1=NC(=NO1)C1=CC(=C(OCC(CNC(CO)=O)O)C(=C1)C)C (rac-N-(3-{4-[5-(4-formyl-phenyl)-[1,2,4]oxadiazol-3-yl]-2,6-dimethyl-phenoxy}-2-hydroxy-propyl)-2-hydroxy-acetamide). RXN SMILES: [OH:1][CH2:2][C:3]([NH:5][CH2:6][CH:7]([OH:22])[CH2:8][O:9][C:10]1[C:15]([CH3:16])=[CH:14][C:13]([C:17](=[NH:20])[NH:18][OH:19])=[CH:12][C:11]=1[CH3:21])=[O:4].[CH:23]([C:25]1[CH:33]=[CH:32][C:28]([C:29](O)=O)=[CH:27][CH:26]=1)=[O:24].C(C1C=C(C2ON=C(C3C=C(C)C(OCC(O)CNC(=O)CO)=C(C)C=3)N=2)C=CC=1)=O>>[CH:23]([C:25]1[CH:33]=[CH:32][C:28]([C:29]2[O:19][N:18]=[C:17]([C:13]3[CH:14]=[C:15]([CH3:16])[C:10]([O:9][CH2:8][CH:7]([OH:22])[CH2:6][NH:5][C:3](=[O:4])[CH2:2][OH:1])=[C:11]([CH3:21])[CH:12]=3)[N:20]=2)=[CH:27][CH:26]=1)=[O:24]. Procedure: The title compound was prepared from rac-2-hydroxy-N-{2-hydroxy-3-[4-(N-hydroxycarbamimidoyl)-2,6-dimethyl-phenoxy]-propyl}-acetamide and 4-formyl-benzoic acid in analogy to (rac)-N-(3-{4-[5-(3-formyl-phenyl)-[1,2,4]oxadiazol-3-yl]-2,6-dimethyl-phenoxy}-2-hydroxy-propyl)-2-hydroxy-acetamide. LC-MS: tR=0.88 min; [M+1]+=426.36. Starting materials: COC=1C=CC=C2CCC(CC12)C(=O)O (8-methoxy-1,2,3,4-tetrahydro-naphthalene-2-carboxylic acid), positive ion 451, ion 449, NCC(=O)N(C)C (2-amino-N,N-dimethyl-acetamide), S(=O)(=O)(O)O.C(C)N(C1=C(C=CC=C1)N)CC (N,N-diethylphenylene diamine sulfate). Run in O (water). Product: C(C)N(C1=CC=C(C=C1)NCC(=O)N(C)C)CC.C1C(CCC2=CC=CC=C12)(C(=O)N)C(=O)N (N2-(4-(Diethylamino)phenyl)-(N1,N1-dimethylglycinamide) 3,4-dihydronaphthalene-2,2(1H)-dicarboxamide). As a reaction SMILES: CO[C:3]1[CH:4]=[CH:5][CH:6]=[C:7]2[C:12]=1[CH2:11][CH:10]([C:13]([OH:15])=O)[CH2:9][CH2:8]2.[NH2:16][CH2:17][C:18]([N:20]([CH3:22])[CH3:21])=[O:19].S(O)(O)(=O)=O.[CH2:28]([N:30]([CH2:38][CH3:39])[C:31]1[CH:36]=[CH:35][CH:34]=[CH:33][C:32]=1N)[CH3:29]>O>[CH2:38]([N:30]([CH2:28][CH3:29])[C:31]1[CH:36]=[CH:35][C:34]([NH:16][CH2:17][C:18]([N:20]([CH3:22])[CH3:21])=[O:19])=[CH:33][CH:32]=1)[CH3:39].[CH2:11]1[C:12]2[C:7](=[CH:6][CH:5]=[CH:4][CH:3]=2)[CH2:8][CH2:9][C:10]1([C:13]([NH2:30])=[O:15])[C:18]([NH2:20])=[O:19] |f:2.3,5.6|. Procedure details: The titled compound was prepared according to the procedure described in Example 1, substituting 2-(4-diethylamino-phenylcarbamoyl)-1,2,3,4-tetrahydro-naphthalene-2-carboxylic acid from Example 16B for 8-methoxy-1,2,3,4-tetrahydro-naphthalene-2-carboxylic acid, and 2-amino-N,N-dimethyl-acetamide for N,N-diethylphenylene diamine sulfate used in Example 1. 1H NMR (300 MHz, DMSO-D6) δ 9.70 (s, 1H), 8.21 (t, J=5.4 Hz, 1H), 7.46 (t, J=9.0 Hz, 2H), 7.01–7.09 (m, 4H), 6.60 (d, J=9.0 Hz, 1H), 3.92 (d, J...